This data is from the Open Reaction Database (ORD), a public repository of structured organic reaction records. The task is: describe an organic reaction: reactants, conditions, products, and yield Reactants: CCC1=C(C(=O)OCCC#N)C(c2ccc([N+](=O)[O-])cc2)C(C(=O)OCc2ccccc2)=C(CC)N1, ClC(Cl)Cl. The product is CCC1=C(C(=O)O)C(c2ccc([N+](=O)[O-])cc2)C(C(=O)OCCC#N)=C(CC)N1. As a reaction SMILES: [CH2:1]([c:2]1[cH:3][cH:4][cH:5][cH:6][cH:7]1)[O:8][C:9](=[O:10])[C:11]1=[C:12]([CH2:35][CH3:36])[NH:13][C:14]([CH2:33][CH3:34])=[C:15]([C:26](=[O:27])[O:28][CH2:29][CH2:30][C:31]#[N:32])[CH:16]1[c:17]1[cH:18][cH:19][c:20]([N+:23](=[O:24])[O-:25])[cH:21][cH:22]1.[Cl:37][CH:38]([Cl:39])[Cl:40]>>[O:8]=[C:9]([OH:10])[C:11]1=[C:12]([CH2:35][CH3:36])[NH:13][C:14]([CH2:33][CH3:34])=[C:15]([C:26](=[O:27])[O:28][CH2:29][CH2:30][C:31]#[N:32])[CH:16]1[c:17]1[cH:18][cH:19][c:20]([N+:23](=[O:24])[O-:25])[cH:21][cH:22]1. Starting materials: FC1=CC=C(C=C1)C(CCCCCC(=O)O)C1=C(C(=C(C=C1C)C)C)O (7-(4-fluorophenyl)-7-(2-hydroxy-3,4,6-trimethylphenyl)heptanoic acid), COC(Cl)Cl (dichloromethyl methyl ether), ice sodium chloride, ice water. The reagents and catalysts are [Ti](Cl)(Cl)(Cl)Cl (titanium tetrachloride). Run in ClCCl (dichloromethane), ClCCl (dichloromethane). Conditions: time 30 minute. The product is FC1=CC=C(C=C1)C(CCCCCC(=O)O)C1=C(C(=C(C(=C1O)C)C)C=O)C (7-(4-fluorophenyl)-7-(3-formyl-6-hydroxy-2,4,5-trimethylphenyl)heptanoic acid). RXN SMILES: [F:1][C:2]1[CH:7]=[CH:6][C:5]([CH:8]([C:17]2[C:22]([CH3:23])=[CH:21][C:20]([CH3:24])=[C:19]([CH3:25])[C:18]=2[OH:26])[CH2:9][CH2:10][CH2:11][CH2:12][CH2:13][C:14]([OH:16])=[O:15])=[CH:4][CH:3]=1.[CH3:27][O:28]C(Cl)Cl>ClCCl.[Ti](Cl)(Cl)(Cl)Cl>[F:1][C:2]1[CH:7]=[CH:6][C:5]([CH:8]([C:17]2[C:18]([OH:26])=[C:19]([CH3:25])[C:20]([CH3:24])=[C:21]([CH:27]=[O:28])[C:22]=2[CH3:23])[CH2:9][CH2:10][CH2:11][CH2:12][CH2:13][C:14]([OH:16])=[O:15])=[CH:4][CH:3]=1. Reported procedure: To a solution of 7-(4-fluorophenyl)-7-(2-hydroxy-3,4,6-trimethylphenyl)heptanoic acid (7.5 g) and dichloromethyl methyl ether (5.7 ml) in dichloromethane (80 ml) was added a solution of titanium tetrachloride (6.9 ml) in dichloromethane (40 ml) over about 2 hours with ice-sodium chloride cooling. The reaction mixture was added to ice-water and the mixture was stirred for 30 minutes. The mixture was extracted with ethyl acetate. The organic layer was washed with water and saturated saline and dri... Starting materials: BrC=1C=C(C=CC1)C(CN1CCOCC1)N(C(CN1C(COC2=C1C=C(C(=C2)Cl)Cl)=O)=O)C (N-[1-(3-bromophenyl)-2-(4-morpholinyl)ethyl]-2-(6,7-dichloro-3-oxo-2,3-dihydro-4H-1,4-benzoxazin-4-yl)-N-methylacetamide), N1(CCCCC1)C(=O)C=1C=C(C=CC1)B(O)O ([3-(1-piperidinylcarbonyl)phenyl]boronic acid), aqueous solution, C(=O)([O-])[O-].[Na+].[Na+] (Na2CO3), resultant mixture. Reagents/catalysts: C1=CC=C(C=C1)P([C-]2C=CC=C2)C3=CC=CC=C3.C1=CC=C(C=C1)P([C-]2C=CC=C2)C3=CC=CC=C3.Cl[Pd]Cl.[Fe+2] (Pd(dppf)Cl2). Run in CN(C)C=O (DMF). Conditions: time 10 minute. The product is [NH4+].[OH-] (NH4OH), ClC=1C(=CC2=C(N(C(CO2)=O)CC(=O)N(C(CN2CCOCC2)C=2C=C(C=CC2)C2=CC(=CC=C2)C(=O)N2CCCCC2)C)C1)Cl (2-(6,7-dichloro-3-oxo-2,3-dihydro-4H-1,4-benzoxazin-4-yl)-N-methyl-N-{2-(4-morpholinyl)-1-[3′-(1-piperidinylcarbonyl)-3-biphenylyl]ethyl}acetamide). The yield is 151.2%. RXN SMILES: Br[C:2]1[CH:3]=[C:4]([CH:8]([N:16]([CH3:33])[C:17](=[O:32])[CH2:18][N:19]2[C:24]3[CH:25]=[C:26]([Cl:30])[C:27]([Cl:29])=[CH:28][C:23]=3[O:22][CH2:21][C:20]2=[O:31])[CH2:9][N:10]2[CH2:15][CH2:14][O:13][CH2:12][CH2:11]2)[CH:5]=[CH:6][CH:7]=1.[N:34]1([C:40]([C:42]2[CH:43]=[C:44](B(O)O)[CH:45]=[CH:46][CH:47]=2)=[O:41])[CH2:39][CH2:38][CH2:37][CH2:36][CH2:35]1.C([O-])([O-])=O.[Na+].[Na+]>CN(C=O)C.C1C=CC(P(C2C=CC=CC=2)[C-]2C=CC=C2)=CC=1.C1C=CC(P(C2C=CC=CC=2)[C-]2C=CC=C2)=CC=1.Cl[Pd]Cl.[Fe+2]>[NH4+:10].[OH-:13].[Cl:30][C:26]1[C:27]([Cl:29])=[CH:28][C:23]2[O:22][CH2:21][C:20](=[O:31])[N:19]([CH2:18][C:17]([N:16]([CH3:33])[CH:8]([C:4]3[CH:3]=[C:2]([C:46]4[CH:45]=[CH:44][CH:43]=[C:42]([C:40]([N:34]5[CH2:35][CH2:36][CH2:37][CH2:38][CH2:39]5)=[O:41])[CH:47]=4)[CH:7]=[CH:6][CH:5]=3)[CH2:9][N:10]3[CH2:15][CH2:14][O:13][CH2:12][CH2:11]3)=[O:32])[C:24]=2[CH:25]=1 |f:2.3.4,6.7.8.9,10.11|. Reported procedure: To a solution of N-[1-(3-bromophenyl)-2-(4-morpholinyl)ethyl]-2-(6,7-dichloro-3-oxo-2,3-dihydro-4H-1,4-benzoxazin-4-yl)-N-methylacetamide (75.0 mg, 0.13 mmol) and [3-(1-piperidinylcarbonyl)phenyl]boronic acid (35.0 mg, 0.15 mmol) in DMF (1.5 mL) was added Pd(dppf)Cl2 (5.5 mg, 0.0067 mmol) and a 2M aqueous solution of Na2CO3 (0.26 mL, 0.52 mmol). The resultant mixture was stirred at 80° C. for 16 h. The mixture was filtered through a 0.45 uM filter and was purified using a Gilson preparative HPLC... Starting materials: NCC(O)C=1C=CC(=C(C1)NS(=O)(=O)C)O (N-[5-(2-amino-1-hydroxyethyl)-2-hydroxyphenyl]methanesulphonamide), BrCCCCCCOCCCCCCC=1OC=CC1 (2-[6-[(6-bromohexyl)oxy]hexyl]furan), C(C1=CC=CC=C1)(=O)O (benzoic acid). The solvent is CO (methanol), CN(C)C=O (DMF). Product: C(C1=CC=CC=C1)(=O)O.O1C(=CC=C1)CCCCCCOCCCCCCNCC(O)C=1C=CC(=C(C1)NS(=O)(=O)C)O (N-[5-[2-[[6-[[6-(2-Furanyl)hexyl]oxy]hexyl]amino]-1-hydroxyethyl]-2-hydroxyphenyl]methanesulphonamide, benzoate salt). Yield: 70.5%. RXN SMILES: [NH2:1][CH2:2][CH:3]([C:5]1[CH:6]=[CH:7][C:8]([OH:16])=[C:9]([NH:11][S:12]([CH3:15])(=[O:14])=[O:13])[CH:10]=1)[OH:4].Br[CH2:18][CH2:19][CH2:20][CH2:21][CH2:22][CH2:23][O:24][CH2:25][CH2:26][CH2:27][CH2:28][CH2:29][CH2:30][C:31]1[O:32][CH:33]=[CH:34][CH:35]=1.[C:36]([OH:44])(=[O:43])[C:37]1[CH:42]=[CH:41][CH:40]=[CH:39][CH:38]=1>CN(C=O)C.CO>[C:36]([OH:44])(=[O:43])[C:37]1[CH:42]=[CH:41][CH:40]=[CH:39][CH:38]=1.[O:32]1[CH:33]=[CH:34][CH:35]=[C:31]1[CH2:30][CH2:29][CH2:28][CH2:27][CH2:26][CH2:25][O:24][CH2:23][CH2:22][CH2:21][CH2:20][CH2:19][CH2:18][NH:1][CH2:2][CH:3]([C:5]1[CH:6]=[CH:7][C:8]([OH:16])=[C:9]([NH:11][S:12]([CH3:15])(=[O:14])=[O:13])[CH:10]=1)[OH:4] |f:5.6|. Reported procedure: A solution of N-[5-(2-amino-1-hydroxyethyl)-2-hydroxyphenyl]methanesulphonamide (0.95 g), 2-[6-[(6-bromohexyl)oxy]hexyl]furan (0.84 g) and DEA (0.54 ml) in DMF (20 ml) was heated at 90° for 5 h, then evaporated in vacuo. The residue was purified by FCC with System A (39:10:1) eluant to afford a product which was dissolved in methanol (6 ml) and treated with benzoic acid (21 mg). The solvent was evaporated in vacuo and the residue triturated with dry ether to give the title compound as a beige so... Reactants: C(CC)N1C(=O)N(C(=O)C(=C1N)N)CCC (1,3-dipropyl-5,6-diaminouracil), C12(CC3CC(CC(C1)C3)C2)C(=O)Cl (adamantane-1-carbonylchloride). The solvent is N1=CC=CC=C1 (pyridine). Run at temperature 0 celsius, time 30 minute. The product is NC1=C(C(N(C(N1CCC)=O)CCC)=O)NC(=O)C12CC3CC(CC(C1)C3)C2 (6-amino-5-(adamantane-1-carbonylamino)-1,3-dipropyluracil). The yield is 113.3%. Reaction SMILES: [CH2:1]([N:4]1[C:11]([NH2:12])=[C:10]([NH2:13])[C:8](=[O:9])[N:7]([CH2:14][CH2:15][CH3:16])[C:5]1=[O:6])[CH2:2][CH3:3].[C:17]12([C:27](Cl)=[O:28])[CH2:26][CH:21]3[CH2:22][CH:23]([CH2:25][CH:19]([CH2:20]3)[CH2:18]1)[CH2:24]2>N1C=CC=CC=1>[NH2:12][C:11]1[N:4]([CH2:1][CH2:2][CH3:3])[C:5](=[O:6])[N:7]([CH2:14][CH2:15][CH3:16])[C:8](=[O:9])[C:10]=1[NH:13][C:27]([C:17]12[CH2:26][CH:21]3[CH2:20][CH:19]([CH2:25][CH:23]([CH2:22]3)[CH2:24]1)[CH2:18]2)=[O:28]. Procedure details: At first, 10 g (44.3 mmol) of 1,3-dipropyl-5,6-diaminouracil was dissolved in 50 ml of pyridine, and 10.6 g (53.1 mmol) of adamantane-1-carbonylchloride was added by portions thereto at 0° C. After stirring for 30 minutes at 0° C., the mixture was concentrated under reduced pressure. A saturated aqueous sodium bicarbonate was added thereto. The residue was extracted with chloroform three times. The organic layers were combined, washed with a saturated aqueous sodium chloride, and dried over anhy...